Dataset: the Open Reaction Database (ORD), a public repository of structured organic reaction records. Task: describe an organic reaction: reactants, conditions, products, and yield The reactants are O=C=NS(=O)(=O)c1ccccc1OC(Cl)=CCl, COc1nc(N)nc(OC)n1, C1COCCO1. Product: COc1nc(NC(=O)NS(=O)(=O)c2ccccc2OC(Cl)=CCl)nc(OC)n1. As a reaction SMILES: [Cl:1][C:2](=[CH:3][Cl:4])[O:5][c:6]1[c:7]([S:12](=[O:13])(=[O:14])[N:15]=[C:16]=[O:17])[cH:8][cH:9][cH:10][cH:11]1.[NH2:18][c:19]1[n:20][c:21]([O:27][CH3:28])[n:22][c:23]([O:25][CH3:26])[n:24]1.[O:29]1[CH2:30][CH2:31][O:32][CH2:33][CH2:34]1>>[Cl:1][C:2](=[CH:3][Cl:4])[O:5][c:6]1[c:7]([S:12](=[O:13])(=[O:14])[NH:15][C:16](=[O:17])[NH:18][c:19]2[n:20][c:21]([O:27][CH3:28])[n:22][c:23]([O:25][CH3:26])[n:24]2)[cH:8][cH:9][cH:10][cH:11]1. Reactants: Cc1ccc(C)c(N2CCN(C(=O)C3CN(C(=O)OC(C)(C)C)CCN3c3ccc(F)cc3C)CC2)c1, CCO, Cl. Yields the product Cl, Cc1ccc(C)c(N2CCN(C(=O)C3CNCCN3c3ccc(F)cc3C)CC2)c1. RXN SMILES: [C:1]([O:2][C:3](=[O:4])[N:8]1[CH2:9][CH:10]([C:22](=[O:23])[N:24]2[CH2:25][CH2:26][N:27]([c:30]3[c:31]([CH3:37])[cH:32][cH:33][c:34]([CH3:36])[cH:35]3)[CH2:28][CH2:29]2)[N:11]([c:14]2[c:15]([CH3:21])[cH:16][c:17]([F:20])[cH:18][cH:19]2)[CH2:12][CH2:13]1)([CH3:5])([CH3:6])[CH3:7].[CH3:39][CH2:40][OH:41].[ClH:38]>>[ClH:38].[NH:8]1[CH2:9][CH:10]([C:22](=[O:23])[N:24]2[CH2:25][CH2:26][N:27]([c:30]3[c:31]([CH3:37])[cH:32][cH:33][c:34]([CH3:36])[cH:35]3)[CH2:28][CH2:29]2)[N:11]([c:14]2[c:15]([CH3:21])[cH:16][c:17]([F:20])[cH:18][cH:19]2)[CH2:12][CH2:13]1. Reactants: Cl.CCO (hydrogen chloride EtOH), FC1=C(CNC(=N)NC([O-])=O)C=CC=C1N1CCN(CC1)C=1C=NC(=NC1)N1CC(C1)OC (2-fluoro-3-{4-[2-(3-methoxyazetidin-1-yl)pyrimidin-5-yl]piperazin-1-yl}benzylcarbamimidoylcarbamate), CCO (EtOH). The product is Cl.Cl.Cl.C(N)(=N)NC(OCC1=C(C(=CC=C1)N1CCN(CC1)C=1C=NC(=NC1)N1CC(C1)OC)F)=O (2-fluoro-3-{4-[2-(3-methoxyazetidin-1-yl)pyrimidin-5-yl]piperazin-1-yl}benzyl carbamimidoylcarbamate trihydrochloride). Reported procedure: A 4M hydrogen chloride/EtOH solution (1.5 ml) was added to a mixture of 2-fluoro-3-{4-[2-(3-methoxyazetidin-1-yl)pyrimidin-5-yl]piperazin-1-yl}benzylcarbamimidoylcarbamate (285 mg) and EtOH (5 ml), followed by stirring at room temperature. The precipitated yellow solid was collected by filtration and washed with EtOH. The obtained solid was dried at 40° C. under reduced pressure to obtain 2-fluoro-3-{4-[2-(3-methoxyazetidin-1-yl)pyrimidin-5-yl]piperazin-1-yl}benzyl carbamimidoylcarbamate trihydr... RXN SMILES: [ClH:1].[CH3:2][CH2:3][OH:4].[F:5][C:6]1[C:19]([N:20]2[CH2:25][CH2:24][N:23]([C:26]3[CH:27]=[N:28][C:29]([N:32]4[CH2:35][CH:34]([O:36][CH3:37])[CH2:33]4)=[N:30][CH:31]=3)[CH2:22][CH2:21]2)=[CH:18][CH:17]=[CH:16]C=1CNC(NC(=O)[O-])=N.C[CH2:39][OH:40]>>[ClH:1].[ClH:1].[ClH:1].[C:29]([NH:32][C:39](=[O:40])[O:4][CH2:3][C:2]1[CH:16]=[CH:17][CH:18]=[C:19]([N:20]2[CH2:21][CH2:22][N:23]([C:26]3[CH:31]=[N:30][C:29]([N:32]4[CH2:35][CH:34]([O:36][CH3:37])[CH2:33]4)=[N:28][CH:27]=3)[CH2:24][CH2:25]2)[C:6]=1[F:5])(=[NH:28])[NH2:30] |f:0.1,4.5.6.7|. Starting materials: CN1C(NC(C(=C1C)[N+](=O)[O-])=O)=O (1,6-dimethyl-5-nitropyrimidine-2,4(1H,3H)-dione), BrCCCOC1OCCCC1 (2-(3-bromopropoxy)tetrahydro-2H-pyran), C(=O)([O-])[O-].[K+].[K+] (K2CO3). The solvent is CN(C)C=O (DMF), CC(OCC)=O (EA), O (water). Reaction conditions: temperature 65 celsius. Product: CN1C(N(C(C(=C1C)[N+](=O)[O-])=O)CCCOC1OCCCC1)=O (1,6-dimethyl-5-nitro-3-(3-((tetrahydro-2H-pyran-2-yl)oxy)propyl) pyrimidine-2,4(1H,3H)-dione). Yield: 47.7%. Reaction SMILES: [CH3:1][N:2]1[C:7]([CH3:8])=[C:6]([N+:9]([O-:11])=[O:10])[C:5](=[O:12])[NH:4][C:3]1=[O:13].Br[CH2:15][CH2:16][CH2:17][O:18][CH:19]1[CH2:24][CH2:23][CH2:22][CH2:21][O:20]1.C([O-])([O-])=O.[K+].[K+]>CN(C=O)C.CC(=O)OCC.O>[CH3:1][N:2]1[C:7]([CH3:8])=[C:6]([N+:9]([O-:11])=[O:10])[C:5](=[O:12])[N:4]([CH2:15][CH2:16][CH2:17][O:18][CH:19]2[CH2:24][CH2:23][CH2:22][CH2:21][O:20]2)[C:3]1=[O:13] |f:2.3.4|. Procedure details: To a solution of 1,6-dimethyl-5-nitropyrimidine-2,4(1H,3H)-dione (6 g, 0.032 mol) in DMF (20 mL) was added 2-(3-bromopropoxy)tetrahydro-2H-pyran (10.85 g, 0.049 mol) and K2CO3 (13.44 g, 0.097 mol). The reaction was heated at 65° C. for 2 h, cooled to RT then diluted with EA (20 mL) and water (20 mL). The organic layer was washed with aq. 1N LiCl (3×30 mL), dried over Na2SO4 and concentrated to a residue which was purified by chromatography eluted with PE/EA (5:1 to 1:1) to give 1,6-dimethyl-5-ni... Reactants: Cc1nc(-c2cncc(C=Cc3ccccc3)n2)sc1C(=O)NCc1ccccc1, CCOC(C)=O. Yields the product Cc1nc(-c2cncc(CCc3ccccc3)n2)sc1C(=O)NCc1ccccc1. Reaction SMILES: [CH2:1]([c:2]1[cH:3][cH:4][cH:5][cH:6][cH:7]1)[NH:8][C:9](=[O:10])[c:11]1[c:12]([CH3:30])[n:13][c:14](-[c:16]2[n:17][c:18]([CH:22]=[CH:23][c:24]3[cH:25][cH:26][cH:27][cH:28][cH:29]3)[cH:19][n:20][cH:21]2)[s:15]1.[CH3:31][CH2:32][O:33][C:34](=[O:35])[CH3:36]>>[CH2:1]([c:2]1[cH:3][cH:4][cH:5][cH:6][cH:7]1)[NH:8][C:9](=[O:10])[c:11]1[c:12]([CH3:30])[n:13][c:14](-[c:16]2[n:17][c:18]([CH2:22][CH2:23][c:24]3[cH:25][cH:26][cH:27][cH:28][cH:29]3)[cH:19][n:20][cH:21]2)[s:15]1. Starting materials: O=C1NC(=O)c2ccccc21, CCCCCCCCCCCCCCOCC(COS(C)(=O)=O)OCCCCCCCCCCCCCC, CN(C)C=O, [K]. Product: CCCCCCCCCCCCCCOCC(CN1C(=O)c2ccccc2C1=O)OCCCCCCCCCCCCCC. Reaction SMILES: [C:39]1(=[O:49])[c:40]2[c:41]([cH:45][cH:46][cH:47][cH:48]2)[C:42](=[O:44])[NH:43]1.[CH3:1][S:2]([O:3][CH2:6][CH:7]([CH2:8][O:9][CH2:10][CH2:11][CH2:12][CH2:13][CH2:14][CH2:15][CH2:16][CH2:17][CH2:18][CH2:19][CH2:20][CH2:21][CH2:22][CH3:23])[O:24][CH2:25][CH2:26][CH2:27][CH2:28][CH2:29][CH2:30][CH2:31][CH2:32][CH2:33][CH2:34][CH2:35][CH2:36][CH2:37][CH3:38])(=[O:4])=[O:5].[CH3:51][N:52]([CH3:53])[CH:54]=[O:55].[K:50]>>[CH2:6]([CH:7]([CH2:8][O:9][CH2:10][CH2:11][CH2:12][CH2:13][CH2:14][CH2:15][CH2:16][CH2:17][CH2:18][CH2:19][CH2:20][CH2:21][CH2:22][CH3:23])[O:24][CH2:25][CH2:26][CH2:27][CH2:28][CH2:29][CH2:30][CH2:31][CH2:32][CH2:33][CH2:34][CH2:35][CH2:36][CH2:37][CH3:38])[N:43]1[C:39](=[O:49])[c:40]2[c:41]([cH:45][cH:46][cH:47][cH:48]2)[C:42]1=[O:44].